From a dataset of the Open Reaction Database (ORD), a public repository of structured organic reaction records. describe an organic reaction: reactants, conditions, products, and yield Reactants: C(CCC)N(CCCC)CCCC (tri-n-butylamine), C1(C=CC(N1)=O)=O.C(C)(=O)OC=C (maleimide vinyl acetate), C(CCC)N(CCCC)CCCC (tri-n-butylamine). Product: C1(C=CC(N1)=O)=O (maleimide), C(C)(=O)OC=C (vinyl acetate). Reaction SMILES: [C:1]1(=[O:7])[NH:5][C:4](=[O:6])[CH:3]=[CH:2]1.[C:8]([O:11][CH:12]=[CH2:13])(=[O:10])[CH3:9].C(N(CCCC)CCCC)CCC>>[C:4]1(=[O:6])[NH:5][C:1](=[O:7])[CH:2]=[CH:3]1.[C:8]([O:11][CH:12]=[CH2:13])(=[O:10])[CH3:9] |f:0.1|. Procedure: One half gram of maleimide/vinyl acetate copolymer (theoretical composition: 52.4% carbon; 4.91% hydrogen; 7.65% nitrogen; 35.0% oxygen) was dissolved in 6 mls. of purified tri-n-butylamine and the solution heated at 170° C. for 8 hours under nitrogen. The tri-n-butylamine was stripped off under vacuum and the remaining blue-gray solid was extracted with hexane and dried. The product is soluble in formamide, dimethyl sulfoxide, or hot γ-butyrolactone, and is partially soluble in pyridine. The co... The reactants are resultant mixture, C=O (Formalin), N1CCC(CC1)CCCO (3-(piperidin-4-yl)-propan-1-ol), C(#N)[BH3-].[Na+] (Sodium cyanoborohydride), C(C)(=O)O (acetic acid). The solvent is C(C)#N (acetonitrile). Run at time 20 minute. Yields the product CN1CCC(CC1)CCCO (3-(1-methylpiperidin-4-yl)-propan-1-ol). Isolated yield 81.4%. RXN SMILES: C=O.[NH:3]1[CH2:8][CH2:7][CH:6]([CH2:9][CH2:10][CH2:11][OH:12])[CH2:5][CH2:4]1.[C:13]([BH3-])#N.[Na+].C(O)(=O)C>C(#N)C>[CH3:13][N:3]1[CH2:8][CH2:7][CH:6]([CH2:9][CH2:10][CH2:11][OH:12])[CH2:5][CH2:4]1 |f:2.3|. Procedure: Formalin (6.33 g, 211 mmol) is added to a stirred solution of 3-(piperidin-4-yl)-propan-1-ol (3.02 g, 21.1 mmol) in acetonitrile (30 mL) at ambient temperature. The solution is allowed to stir for 20 minutes. Sodium cyanoborohydride (3.31 g, 52.7 mmol) and acetic acid (3 mL) are sequentially added to the reaction mixture and the resultant mixture is stirred for another 2 hours. After concentration, the crude product is dissolved in dichloromethane (150 mL), washed with saturated aqueous NaHCO3 (... Reactants: CC(C)C(=O)Nc1cccc(C2CCNCC2)c1, ClCCCCn1ccc2ccccc21. Product: CC(C)C(=O)Nc1cccc(C2CCN(CCCCn3ccc4ccccc43)CC2)c1. Reaction SMILES: [CH3:15][CH:16]([C:17](=[O:18])[NH:19][c:20]1[cH:21][c:22]([CH:26]2[CH2:27][CH2:28][NH:29][CH2:30][CH2:31]2)[cH:23][cH:24][cH:25]1)[CH3:32].[Cl:1][CH2:2][CH2:3][CH2:4][CH2:5][n:6]1[cH:7][cH:8][c:9]2[cH:10][cH:11][cH:12][cH:13][c:14]12>>[CH2:2]([CH2:3][CH2:4][CH2:5][n:6]1[cH:7][cH:8][c:9]2[cH:10][cH:11][cH:12][cH:13][c:14]12)[N:29]1[CH2:28][CH2:27][CH:26]([c:22]2[cH:21][c:20]([NH:19][C:17]([CH:16]([CH3:15])[CH3:32])=[O:18])[cH:25][cH:24][cH:23]2)[CH2:31][CH2:30]1. Reactants: ClC1(SC=C(C1=O)C)C(=O)OC (Methyl 2-chloro-4-methyl-3-oxo-2,3-dihydrothiophene-2-carboxylate), CO (methanol). Conditions: time 8 hour. Yields the product OC1=C(SC(=C1C)OC)C(=O)OC (Methyl 3-hydroxy-4-methyl-5-methoxythiophene-2-carboxylate). Reaction SMILES: Cl[C:2]1([C:9]([O:11][CH3:12])=[O:10])[C:6](=[O:7])[C:5]([CH3:8])=[CH:4][S:3]1.[CH3:13][OH:14]>>[OH:7][C:6]1[C:5]([CH3:8])=[C:4]([O:14][CH3:13])[S:3][C:2]=1[C:9]([O:11][CH3:12])=[O:10]. Reported procedure: The product of (d) above (3 g) was dissolved in 15 ml of methanol and stirred 8 hours at room temperature. The precipitate was filtered and recrystallised from methanol, m.p. 63°-65° C. Starting materials: O[C@H](CC)[C-]1C=CC=C1.[CH-]1C=CC=C1.[Fe+2] ((R)-(1-hydroxypropyl)ferrocene), N1=CC=CC=C1 (pyridine), O (water). The solvent is C(C)(=O)OC(C)=O (acetic anhydride). Conditions: time 8 hour. Product: CN([C@H](CC)[C-]1C=CC=C1)C.[CH-]1C=CC=C1.[Fe+2] ((R)-[1-(Dimethylamino)propyl]ferrocene). RXN SMILES: O[C@@H:2]([C-:5]1[CH:9]=[CH:8][CH:7]=[CH:6]1)[CH2:3][CH3:4].[CH-:10]1[CH:14]=[CH:13][CH:12]=[CH:11]1.[Fe+2:15].O.[N:17]1[CH:22]=CC=C[CH:18]=1>C(OC(=O)C)(=O)C>[CH3:18][N:17]([CH3:22])[C@@H:2]([C-:5]1[CH:9]=[CH:8][CH:7]=[CH:6]1)[CH2:3][CH3:4].[CH-:10]1[CH:14]=[CH:13][CH:12]=[CH:11]1.[Fe+2:15] |f:0.1.2,6.7.8|. Procedure: A solution of 10.0 g (38.6 mmol) of crude (R)-(1-hydroxypropyl)ferrocene in 10 ml of pyridine and 10 ml of acetic anhydride was stirred at room temperature for 18 hours. The reaction mixture was admixed with 50 ml of water and extracted three times with 200 ml each time of diethyl ether. The combined organic phases were dried over magnesium sulphate and evaporated on a rotary evaporator. The formation of the acetylated (R)-(1-hydroxypropyl)ferrocene can be followed by 1H NMR spectroscopy (δCHOAc...